This data is from the Open Reaction Database (ORD), a public repository of structured organic reaction records. The task is: describe an organic reaction: reactants, conditions, products, and yield Starting materials: CI, O=C(OC1CN2CCC1CC2)C1(c2ccccc2)CCCCCCC1. The product is [I-], C[N+]12CCC(CC1)C(OC(=O)C1(c3ccccc3)CCCCCCC1)C2. As a reaction SMILES: [I:26][CH3:27].[c:1]1([C:7]2([C:15](=[O:16])[O:17][CH:18]3[CH2:19][N:20]4[CH2:21][CH2:22][CH:23]3[CH2:24][CH2:25]4)[CH2:8][CH2:9][CH2:10][CH2:11][CH2:12][CH2:13][CH2:14]2)[cH:2][cH:3][cH:4][cH:5][cH:6]1>>[I-:26].[c:1]1([C:7]2([C:15](=[O:16])[O:17][CH:18]3[CH2:19][N+:20]4([CH3:27])[CH2:21][CH2:22][CH:23]3[CH2:24][CH2:25]4)[CH2:8][CH2:9][CH2:10][CH2:11][CH2:12][CH2:13][CH2:14]2)[cH:2][cH:3][cH:4][cH:5][cH:6]1.